This data is from the Open Reaction Database (ORD), a public repository of structured organic reaction records. The task is: describe an organic reaction: reactants, conditions, products, and yield Starting materials: C(C=C)N1C(=NC=C(C1=O)C(=O)OCC)C1=CC=CC=C1 (Ethyl 1-allyl-2-phenylpyrimidin-6(1H)-one-5-carboxylate), Cl.C(C=C)NC(C1=CC=CC=C1)=N (N-allylbenzamidine hydrochloride), Cl.C(C=C)NC(C1=CC=CC=C1)=N (N-allylbenzamidine hydrochloride). The solvent is [OH-].[Na+] (sodium hydroxide). Yields the product C(C=C)NC(C1=CC=CC=C1)=N (N-allylbenzamidine). Reaction SMILES: [CH2:1]([N:4]1C(=O)C(C(OCC)=O)=C[N:6]=[C:5]1[C:16]1[CH:21]=[CH:20][CH:19]=[CH:18][CH:17]=1)[CH:2]=[CH2:3].Cl.C(NC(=N)C1C=CC=CC=1)C=C>[OH-].[Na+]>[CH2:1]([NH:4][C:5](=[NH:6])[C:16]1[CH:21]=[CH:20][CH:19]=[CH:18][CH:17]=1)[CH:2]=[CH2:3] |f:1.2,3.4|. Reported procedure: Ethyl 1-allyl-2-phenylpyrimidin-6(1H)-one-5-carboxylate. The free base of N-allylbenzamidine hydrochloride was generated by dissolving N-allylbenzamidine hydrochloride (79.7 g) in 1N sodium hydroxide. The free base was then extracted into dichloromethane, which was dried and evaporated to provide N-allylbenzamidine (65.2 g). This was added to diethyl ethoxymethylenemalonate (78 mL) in ethanol (50 mL). The resulting solution was heated at 120° C. for 2 hours. The solution was cooled, diluted with... Reactants: C(C1=CC=CC=C1)SC=1C=C2C=CN=C(C2=CC1)Cl (6-(benzylthio)-1-chloroisoquinoline), COC1=C(C=CC(=C1)C(F)(F)F)B(O)O ((2-methoxy-4-(trifluoromethyl)phenyl)boronic acid), P(=O)([O-])([O-])[O-].[K+].[K+].[K+] (potassium phosphate), CC(CC1=CC=CC=C1)N.OP(=O)(O)O (Amphos). Run in C(C)(C)O (Isopropanol). Conditions: temperature 0 celsius, time 1 hour. The product is C(C1=CC=CC=C1)SC=1C=C2C=CN=C(C2=CC1)C1=C(C=C(C=C1)C(F)(F)F)OC (6-(BENZYLTHIO)-1-(2-METHOXY-4-(TRIFLUOROMETHYL)PHENYL)ISOQUINOLINE). As a reaction SMILES: [CH2:1]([S:8][C:9]1[CH:10]=[C:11]2[C:16](=[CH:17][CH:18]=1)[C:15](Cl)=[N:14][CH:13]=[CH:12]2)[C:2]1[CH:7]=[CH:6][CH:5]=[CH:4][CH:3]=1.[CH3:20][O:21][C:22]1[CH:27]=[C:26]([C:28]([F:31])([F:30])[F:29])[CH:25]=[CH:24][C:23]=1B(O)O.P([O-])([O-])([O-])=O.[K+].[K+].[K+].CC(N)CC1C=CC=CC=1.OP(O)(O)=O>C(O)(C)C>[CH2:1]([S:8][C:9]1[CH:10]=[C:11]2[C:16](=[CH:17][CH:18]=1)[C:15]([C:23]1[CH:24]=[CH:25][C:26]([C:28]([F:31])([F:30])[F:29])=[CH:27][C:22]=1[O:21][CH3:20])=[N:14][CH:13]=[CH:12]2)[C:2]1[CH:7]=[CH:6][CH:5]=[CH:4][CH:3]=1 |f:2.3.4.5,6.7|. Reported procedure: A three-neck 2 L flask equipped with an overhead stirrer, a thermocouple, a condenser and a nitrogen inlet was charged with 6-(benzylthio)-1-chloroisoquinoline (23 g, 80 mmol), (2-methoxy-4-(trifluoromethyl)phenyl)boronic acid (22.1 g, 101 mmol), potassium phosphate (51.2 g, 241 mmol) and Amphos (2.85 g, 4.02 mmol) in that order. The flask was evacuated. In a separate flask was charged with dioxane (230 mL) and water (57.5 mL). The solvent solution was sparged with nitrogen and charged to the re...